The task is: describe an organic reaction: reactants, conditions, products, and yield. This data is from the Open Reaction Database (ORD), a public repository of structured organic reaction records. The solvent is C1(=CC=CC=C1)C (toluene). Reaction SMILES: [CH3:1][NH:2][CH3:3].[O:4]1[C:10]2[CH:11]=[CH:12][CH:13]=[CH:14][C:9]=2[C:8](=[O:15])[CH2:7][C:6](=O)[CH2:5]1.C1(C)C=CC(S(O)(=O)=O)=CC=1.O>C1(C)C=CC=CC=1>[CH3:1][N:2]([CH3:3])[C:6]1[CH2:5][O:4][C:10]2[CH:11]=[CH:12][CH:13]=[CH:14][C:9]=2[C:8](=[O:15])[CH:7]=1. Procedure: Dimethylamine is introduced while stirring into a boiling solution of 52.8 g (0.3 mole) 2,3,4,5-tetrahydro-1-benzoxepin-3,5-dione and a spatula tip of p-toluene sulfonic acid in 225 ml toluene. The water of reaction is separated by a water separator. After the reaction has ended, the solution is concentrated, the remaining residue is filtered under suction and recrystallized from chloroform/ether. 42 g (69% of the theoretical yield) of 3-dimethylamino-1-benzoxepin-5(2H)-one are obtained. This co... Starting materials: CNC (Dimethylamine), O (water), O1CC(CC(C2=C1C=CC=C2)=O)=O (2,3,4,5-tetrahydro-1-benzoxepin-3,5-dione), C1(=CC=C(C=C1)S(=O)(=O)O)C (p-toluene sulfonic acid). Yields the product CN(C=1COC2=C(C(C1)=O)C=CC=C2)C (3-dimethylamino-1-benzoxepin-5(2H)-one). Starting materials: ClC=1C=C2C=3CCCC(C3NC2=C(C1)Cl)(O[Si](C)(C)C)C(F)(F)F (6,8-Dichloro-1-(trifluoromethyl)-1-(trimethylsilyloxy)-2,3,4,9-tetrahydro-1H-carbazole), [OH-].[K+] (KOH). Solvent: C1CCOC1 (THF), O (water), O (H2O). Run at time 2 hour. Product: ClC=1C=C2C=3CCCC(C3NC2=C(C1)Cl)(O)C(F)(F)F (6,8-Dichloro-1-(trifluoromethyl)-2,3,4,9-tetrahydro-1H-carbazol-1-ol). The yield is 30.9%. Reaction SMILES: [Cl:1][C:2]1[CH:3]=[C:4]2[C:12](=[C:13]([Cl:15])[CH:14]=1)[NH:11][C:10]1[C:9]([C:21]([F:24])([F:23])[F:22])([O:16][Si](C)(C)C)[CH2:8][CH2:7][CH2:6][C:5]2=1.[OH-].[K+]>C1COCC1.O>[Cl:1][C:2]1[CH:3]=[C:4]2[C:12](=[C:13]([Cl:15])[CH:14]=1)[NH:11][C:10]1[C:9]([C:21]([F:23])([F:22])[F:24])([OH:16])[CH2:8][CH2:7][CH2:6][C:5]2=1 |f:1.2|. Reported procedure: 6,8-Dichloro-1-(trifluoromethyl)-1-(trimethylsilyloxy)-2,3,4,9-tetrahydro-1H-carbazole (0.4 g, 1.0 mmol) was dissolved in THF (5 mL) and KOH (280 mg, 5.0 mmol) in H2O (5 mL), was added. The resulting mixture stirred at room temperature for 2 h, diluted with water (20 mL) and extracted with EtOAc (3×20 mL). The combined organic extracts were then dried over Na2SO4 and concentrated under reduced pressure to give the crude residue which was purified by column chromatography [EtOAc-hexane (1:19) as ... Starting materials: CNC(C1=C(N=CC=C1)CC(C1=CC(=CC=C1)N(C)C)=O)=O (2-(3'-Dimethylaminobenzoylmethyl)nicotinic acid N-methylamide), [OH-].[Na+] (sodium hydroxide). Solvent: O (water), C(C)O (ethanol). Run at temperature 70 celsius. The product is CN(C=1C=C(C=CC1)C=1N(C(C=2C=CC=NC2C1)=O)C)C (7-(3'-Dimethylaminophenyl)-6-methyl-1,6-naphthyridine-5(6H)-one). RXN SMILES: [CH3:1][NH:2][C:3](=[O:22])[C:4]1[CH:9]=[CH:8][CH:7]=[N:6][C:5]=1[CH2:10][C:11](=O)[C:12]1[CH:17]=[CH:16][CH:15]=[C:14]([N:18]([CH3:20])[CH3:19])[CH:13]=1.[OH-].[Na+]>C(O)C.O>[CH3:19][N:18]([CH3:20])[C:14]1[CH:13]=[C:12]([C:11]2[N:2]([CH3:1])[C:3](=[O:22])[C:4]3[CH:9]=[CH:8][CH:7]=[N:6][C:5]=3[CH:10]=2)[CH:17]=[CH:16][CH:15]=1 |f:1.2|. Reported procedure: The crude product of Example 7 (17.2 g.). was dissolved in ethanol and 4.3 g. of gaseous hydrogen chloride were bubbled in. The reaction mixture was heated for 5 minutes at 70° C. Two crops of a solid, 12.4 g., m.p. 197°-220° C. (dec.), and 1.9 g., m.p. 224°-226° (dec.), were obtained. The two crops were combined and recrystallized from ethanol to obtain 11.8 g., m.p. 221°-232° C. (dec.). The mother liquors from each of the crystallizations and recrystallizations were combined; two additional cr... Starting materials: COC1=CC=C(CN2N=CC=3C2=NC=CC3Cl)C=C1 (1-(4-methoxybenzyl)-4-chloro-1H-pyrazolo[3,4-b]pyridine), O1CCN(CC1)CCN (2-morpholinoethanamine). The solvent is CN1CCCC1=O (NMP), CCOC(=O)C (EtOAc). Run at temperature 150 celsius. The product is COC1=CC=C(CN2N=CC3=C2N=CC=C3NCCN3CCOCC3)C=C1 (1-(4-methoxybenzyl)-N-(2-morpholinoethyl)-1H-pyrazolo[3,4-b]pyridin-4-amine). The yield is 56.2%. Reaction SMILES: [CH3:1][O:2][C:3]1[CH:19]=[CH:18][C:6]([CH2:7][N:8]2[C:12]3=[N:13][CH:14]=[CH:15][C:16](Cl)=[C:11]3[CH:10]=[N:9]2)=[CH:5][CH:4]=1.[O:20]1[CH2:25][CH2:24][N:23]([CH2:26][CH2:27][NH2:28])[CH2:22][CH2:21]1>CN1C(=O)CCC1.CCOC(C)=O>[CH3:1][O:2][C:3]1[CH:19]=[CH:18][C:6]([CH2:7][N:8]2[C:12]3[N:13]=[CH:14][CH:15]=[C:16]([NH:28][CH2:27][CH2:26][N:23]4[CH2:24][CH2:25][O:20][CH2:21][CH2:22]4)[C:11]=3[CH:10]=[N:9]2)=[CH:5][CH:4]=1. Procedure details: 1-(4-methoxybenzyl)-4-chloro-1H-pyrazolo[3,4-b]pyridine (0.200 g, 0.731 mmol) was charged to a pressure tube in 5 mL of NMP. 2-morpholinoethanamine (0.144 ml, 1.10 mmol) was added and the reaction was heated to 150° C. for 72 hours. After cooling, the reaction mixture was diluted with 25 mL of EtOAc and washed with water (2×15 mL) and then dried with brine and Na2SO4. Purification via flash Si 10 g eluting with 1-5% MeOH/DCM with NH4OH to afford 151 mg (55%) of product as a yellow oil. 1H NMR (4...